Task: describe an organic reaction: reactants, conditions, products, and yield. Dataset: the Open Reaction Database (ORD), a public repository of structured organic reaction records Reactants: CSCCC(C(=O)O)N(C)C(=O)c1ccc(C#Cc2cccnc2)cc1-c1ccccc1C, CO, [Li+], [OH-]. The product is CSCCC(NC(=O)c1ccc(C#Cc2cccnc2)cc1-c1ccccc1C)C(=O)O. RXN SMILES: [CH3:1][N:2]([CH:3]([CH2:4][CH2:5][S:6][CH3:7])[C:8](=[O:9])[OH:10])[C:11]([c:12]1[c:13](-[c:26]2[c:27]([CH3:32])[cH:28][cH:29][cH:30][cH:31]2)[cH:14][c:15]([C:18]#[C:19][c:20]2[cH:21][n:22][cH:23][cH:24][cH:25]2)[cH:16][cH:17]1)=[O:33].[CH3:36][OH:37].[Li+:35].[OH-:34]>>[NH:2]([CH:3]([CH2:4][CH2:5][S:6][CH3:7])[C:8](=[O:9])[OH:10])[C:11]([c:12]1[c:13](-[c:26]2[c:27]([CH3:32])[cH:28][cH:29][cH:30][cH:31]2)[cH:14][c:15]([C:18]#[C:19][c:20]2[cH:21][n:22][cH:23][cH:24][cH:25]2)[cH:16][cH:17]1)=[O:33]. Starting materials: FC1=C(C=CC=C1)C1=NOC(=C1C(=O)O)C (3-(2-fluorophenyl)-5-methylisoxazol-4-carboxylic acid), Cl.C(C)N=C=NCCCN(C)C (1-ethyl-3-(dimethylaminopropyl)carbodiimide hydrochloride), FC(C=1C=C(C=CC1)N1CCNCC1)(F)F (1-(3-(trifluoromethyl)phenyl)piperazine). Run in ClCCl (dichloromethane). Product: FC1=C(C=CC=C1)C1=NOC(=C1C(=O)N1CCN(CC1)C1=CC(=CC=C1)C(F)(F)F)C ((3-(2-fluorophenyl)-5-methylisoxazol-4-yl)(4-(3-(trifluoromethyl)phenyl)piperazine-1-yl)methanone). Isolated yield 62.5%. RXN SMILES: [F:1][C:2]1[CH:7]=[CH:6][CH:5]=[CH:4][C:3]=1[C:8]1[C:12]([C:13]([OH:15])=O)=[C:11]([CH3:16])[O:10][N:9]=1.Cl.C(N=C=NCCCN(C)C)C.[F:29][C:30]([F:44])([F:43])[C:31]1[CH:32]=[C:33]([N:37]2[CH2:42][CH2:41][NH:40][CH2:39][CH2:38]2)[CH:34]=[CH:35][CH:36]=1>ClCCl>[F:1][C:2]1[CH:7]=[CH:6][CH:5]=[CH:4][C:3]=1[C:8]1[C:12]([C:13]([N:40]2[CH2:39][CH2:38][N:37]([C:33]3[CH:34]=[CH:35][CH:36]=[C:31]([C:30]([F:43])([F:44])[F:29])[CH:32]=3)[CH2:42][CH2:41]2)=[O:15])=[C:11]([CH3:16])[O:10][N:9]=1 |f:1.2|. Reported procedure: In a similar manner as described in Example 1, by using dichloromethane (30 mL), 3-(2-fluorophenyl)-5-methylisoxazol-4-carboxylic acid (407 mg, 1.84 mmol), 1-ethyl-3-(dimethylaminopropyl)carbodiimide hydrochloride (388 mg, 2.02 mmol) and 1-(3-(trifluoromethyl)phenyl)piperazine (424 mg, 1.84 mmol), a white solid required compound (501 mg, 1.15 mmol, 63%) was obtained. The reactants are [OH-].[Na+] (sodium hydroxide), C(C)OC(COC1=C(C=C(C=C1)SCC1=CC(=CC(=C1)C#CC1=CC=CC=C1)OCC(C)C)C)=O ([4-(3-Isobutoxy-5-phenylethynyl-benzylsulfanyl)-2-methyl-phenoxy]-acetic acid ethyl ester), Cl (hydrochloric acid). Solvent: C(C)O (ethanol). Reaction conditions: time 16 hour. Product: C(C(C)C)OC=1C=C(CSC2=CC(=C(OCC(=O)O)C=C2)C)C=C(C1)C#CC1=CC=CC=C1 ([4-(3-Isobutoxy-5-phenylethynyl-benzylsulfanyl)-2-methyl-phenoxy]-acetic Acid). As a reaction SMILES: C([O:3][C:4](=[O:35])[CH2:5][O:6][C:7]1[CH:12]=[CH:11][C:10]([S:13][CH2:14][C:15]2[CH:20]=[C:19]([C:21]#[C:22][C:23]3[CH:28]=[CH:27][CH:26]=[CH:25][CH:24]=3)[CH:18]=[C:17]([O:29][CH2:30][CH:31]([CH3:33])[CH3:32])[CH:16]=2)=[CH:9][C:8]=1[CH3:34])C.[OH-].[Na+].Cl>C(O)C>[CH2:30]([O:29][C:17]1[CH:16]=[C:15]([CH:20]=[C:19]([C:21]#[C:22][C:23]2[CH:24]=[CH:25][CH:26]=[CH:27][CH:28]=2)[CH:18]=1)[CH2:14][S:13][C:10]1[CH:11]=[CH:12][C:7]([O:6][CH2:5][C:4]([OH:35])=[O:3])=[C:8]([CH3:34])[CH:9]=1)[CH:31]([CH3:33])[CH3:32] |f:1.2|. Procedure details: [4-(3-Isobutoxy-5-phenylethynyl-benzylsulfanyl)-2-methyl-phenoxy]-acetic acid ethyl ester (130 mg; 0.27 mmol) was dissolved in ethanol (15 mL), and aqueous 1 N sodium hydroxide (3 mL) was added. The reaction mixture was stirred for 16 h. acidified with 1 N aqueous hydrochloric acid and extracted with ethyl acetate. The organic phase was dried and evaporated to dryness, redissolved in dichloromethane and evaporated to dryness. Yield: 120 mg (97%). HPLC-MS: m/z: 461.7 (M+H)+; Rt: 2.82 min. The reactants are Nc1cncc(Br)c1, Cl, O=S(=O)(Cl)c1ccccc1, c1ccncc1. Product: O=S(=O)(Nc1cncc(Br)c1)c1ccccc1. Reaction SMILES: [Br:1][c:2]1[cH:3][c:4]([NH2:8])[cH:5][n:6][cH:7]1.[ClH:19].[c:9]1([S:15](=[O:16])(=[O:17])[Cl:18])[cH:10][cH:11][cH:12][cH:13][cH:14]1.[cH:20]1[cH:21][cH:22][n:23][cH:24][cH:25]1>>[Br:1][c:2]1[cH:3][c:4]([NH:8][S:15]([c:9]2[cH:10][cH:11][cH:12][cH:13][cH:14]2)(=[O:16])=[O:17])[cH:5][n:6][cH:7]1. The reactants are OC=1C=C(OC2=CC=C(C=C2)C(C(F)(F)F)(C(F)(F)F)C2=CC=C(C=C2)OC2=CC(=C(C=C2)[N+](=O)[O-])O)C=CC1[N+](=O)[O-] (2,2-bis(4-(3-hydroxy-4-nitrophenoxy)phenyl)hexafluoropropane), [K+].[Br-] (KBr). Product: NC1=C(C=C(OC2=CC=C(C=C2)C(C(F)(F)F)(C(F)(F)F)C2=CC=C(C=C2)OC2=CC(=C(C=C2)N)O)C=C1)O (2,2-Bis(4-(4-amino-3-hydroxyphenoxy)phenyl)hexafluoropropane). The yield is 81.7%. As a reaction SMILES: [OH:1][C:2]1[CH:3]=[C:4]([CH:38]=[CH:39][C:40]=1[N+:41]([O-])=O)[O:5][C:6]1[CH:11]=[CH:10][C:9]([C:12]([C:21]2[CH:26]=[CH:25][C:24]([O:27][C:28]3[CH:33]=[CH:32][C:31]([N+:34]([O-])=O)=[C:30]([OH:37])[CH:29]=3)=[CH:23][CH:22]=2)([C:17]([F:20])([F:19])[F:18])[C:13]([F:16])([F:15])[F:14])=[CH:8][CH:7]=1.[K+].[Br-]>>[NH2:41][C:40]1[CH:39]=[CH:38][C:4]([O:5][C:6]2[CH:11]=[CH:10][C:9]([C:12]([C:21]3[CH:22]=[CH:23][C:24]([O:27][C:28]4[CH:33]=[CH:32][C:31]([NH2:34])=[C:30]([OH:37])[CH:29]=4)=[CH:25][CH:26]=3)([C:17]([F:18])([F:19])[F:20])[C:13]([F:15])([F:16])[F:14])=[CH:8][CH:7]=2)=[CH:3][C:2]=1[OH:1] |f:1.2|. Reported procedure: 2,2-Bis(4-(4-amino-3-hydroxyphenoxy)phenyl)hexafluoropropane was synthesized in a manner analogous to Example 2 from 2,2-bis(4-(3-hydroxy-4-nitrophenoxy)phenyl)hexafluoropropane. Yield: 81.7%; mp 178˜181° C.; IR (KBr): 3380, 3250, 1599, 1500 cm−1; MS (EI) m/z 550 (M+, 100); Elemental Anal. Calcd. for C27H20F6N2O4: C, 58.91; H, 3.64; N, 5.09. Found: C, 58.73; H, 3.72; N, 5.00. Reactants: C1(=CC=CC=C1)S(=O)(=O)CC=1N=C(NN1)C1=NC=CC=C1 (2-(5-benzenesulfonylmethyl-2H-[1,2,4]triazol-3-yl)-pyridine), C(C)C1=NC=CC(=C1)/C=C/C#N ((E)-3-(2-ethyl-pyridin-4-yl)-acrylonitrile). The product is C(C)C1=NC=CC(=C1)C1=CC=2N(C(=C1)N)N=C(N2)C2=NC=CC=C2 (7-(2-Ethyl-pyridin-4-yl)-2-pyridin-2-yl-[1,2,4]triazolo[1,5-a]pyridin-5-ylamine). RXN SMILES: C1(S([CH2:10][C:11]2[N:12]=[C:13]([C:16]3[CH:21]=[CH:20][CH:19]=[CH:18][N:17]=3)[NH:14][N:15]=2)(=O)=O)C=CC=CC=1.[CH2:22]([C:24]1[CH:29]=[C:28](/[CH:30]=[CH:31]/[C:32]#[N:33])[CH:27]=[CH:26][N:25]=1)[CH3:23]>>[CH2:22]([C:24]1[CH:29]=[C:28]([C:30]2[CH:31]=[C:32]([NH2:33])[N:15]3[N:14]=[C:13]([C:16]4[CH:21]=[CH:20][CH:19]=[CH:18][N:17]=4)[N:12]=[C:11]3[CH:10]=2)[CH:27]=[CH:26][N:25]=1)[CH3:23]. Procedure details: The title compound, MS m/e (%):316(M+,100), was prepared in accordance with the general method of example 1 from 2-(5-benzenesulfonylmethyl-2H-[1,2,4]triazol-3-yl)-pyridine and (E)-3-(2-ethyl-pyridin-4-yl)-acrylonitrile.